Dataset: the Open Reaction Database (ORD), a public repository of structured organic reaction records. Task: describe an organic reaction: reactants, conditions, products, and yield The product is COC(CN(C(=O)Nc1nc(C)c(C(=O)NCc2ccccc2)s1)c1ccc(F)cc1)OC. Reactants: O=C(n1ccnc1)n1ccnc1, COC(CNc1ccc(F)cc1)OC, Cc1nc(N)sc1C(=O)NCc1ccccc1, C1CCOC1. RXN SMILES: [C:18](=[O:19])([n:20]1[cH:21][cH:22][n:23][cH:24]1)[n:25]1[cH:26][cH:27][n:28][cH:29]1.[CH3:30][O:31][CH:32]([CH2:33][NH:34][c:35]1[cH:36][cH:37][c:38]([F:41])[cH:39][cH:40]1)[O:42][CH3:43].[NH2:1][c:2]1[s:3][c:4]([C:8](=[O:9])[NH:10][CH2:11][c:12]2[cH:13][cH:14][cH:15][cH:16][cH:17]2)[c:5]([CH3:7])[n:6]1.[O:44]1[CH2:45][CH2:46][CH2:47][CH2:48]1>>[NH:1]([c:2]1[s:3][c:4]([C:8](=[O:9])[NH:10][CH2:11][c:12]2[cH:13][cH:14][cH:15][cH:16][cH:17]2)[c:5]([CH3:7])[n:6]1)[C:18](=[O:19])[N:34]([CH2:33][CH:32]([O:31][CH3:30])[O:42][CH3:43])[c:35]1[cH:36][cH:37][c:38]([F:41])[cH:39][cH:40]1. Reactants: solution, C(C)(C)(C)[Li] (t-butyllithium), COCOC1=C(SC2=C1C=CC=N2)C2=CC=CC=C2 (3-methoxymethoxy-2-phenyl-7-azabenzothiophene). Solvent: CCCCCC (hexane), O1CCCC1 (tetrahydrofuran). Run at time 60 minute. Product: CC(C)(C)C=1C=CC2=C(SC(=C2O)C2=CC=CC=C2)N1 (6-(1,1-dimethylethyl)-3-hydroxy-2-phenyl-7-azabenzo[b]thiophene). Isolated yield 84.0%. As a reaction SMILES: COC[O:4][C:5]1[C:9]2[CH:10]=[CH:11][CH:12]=[N:13][C:8]=2[S:7][C:6]=1[C:14]1[CH:19]=[CH:18][CH:17]=[CH:16][CH:15]=1.[C:20]([Li])([CH3:23])([CH3:22])[CH3:21]>O1CCCC1.CCCCCC>[CH3:21][C:20]([C:12]1[CH:11]=[CH:10][C:9]2[C:5]([OH:4])=[C:6]([C:14]3[CH:19]=[CH:18][CH:17]=[CH:16][CH:15]=3)[S:7][C:8]=2[N:13]=1)([CH3:23])[CH3:22]. Procedure: A solution of 2.72 g (10.0 mmol) of 3-methoxymethoxy-2-phenyl-7-azabenzothiophene in 20 mL of dry tetrahydrofuran was cooled to -78° C. To this was added 11 mL of a 1.0M solution of t-butyllithium in hexane and the solution was allowed to warm to room temperature. The solution was quenched with methanol and stirred in air for 60 minutes, then partitioned between ether and water. The aqueous layer was washed with two portions of ether and the combined extracts were washed with brine, dried, and c... The reactants are NC(CNC(CCC1=C(C=CC=C1)OC)=O)CC1=CNC2=CC=CC=C12 (2-amino-3-(1H-indol-3-yl)-1-[N-(2-methoxybenzyl)acetylamino]propane), C(C)(C)N(CC)C(C)C (diisopropylethylamine), BrCC(=O)Br (bromoacetyl bromide), C(C)(=O)OCC (ethyl acetate). Solvent: O1CCCC1 (tetrahydrofuran). Conditions: time 2 hour. Yields the product BrCC(=O)NC(CCC1=CNC2=CC=CC=C12)NC(CCC1=C(C=CC=C1)OC)=O (((2-bromo)acetyl]amino-3-(1H-indol-3-yl)-1-[N-(2-methoxybenzyl)acetylamino]propane). As a reaction SMILES: N[CH:2]([CH2:17][C:18]1[C:26]2[C:21](=[CH:22][CH:23]=[CH:24][CH:25]=2)[NH:20][CH:19]=1)[CH2:3][NH:4][C:5](=[O:16])[CH2:6][CH2:7][C:8]1[CH:13]=[CH:12][CH:11]=[CH:10][C:9]=1[O:14][CH3:15].C([N:30](C(C)C)CC)(C)C.[Br:36][CH2:37][C:38](Br)=[O:39].C(OCC)(=O)C>O1CCCC1>[Br:36][CH2:37][C:38]([NH:30][CH:3]([NH:4][C:5](=[O:16])[CH2:6][CH2:7][C:8]1[CH:13]=[CH:12][CH:11]=[CH:10][C:9]=1[O:14][CH3:15])[CH2:2][CH2:17][C:18]1[C:26]2[C:21](=[CH:22][CH:23]=[CH:24][CH:25]=2)[NH:20][CH:19]=1)=[O:39]. Procedure: To a stirring solution of 2-amino-3-(1H-indol-3-yl)-1-[N-(2-methoxybenzyl)acetylamino]propane (7.51 g, 21.369 mmoles) in anhydrous tetrahydrofuran (100 ml) under a nitrogen atmosphere at 0° C. was added diisopropylethylamine (4.1 ml, 23.537 mmoles) and bromoacetyl bromide (2.05 ml, 23.530 mmoles). After 2 hours, ethyl acetate was added and the reaction mixture washed with water twice, 1.0 N hydrochloric acid (2×), saturated sodium bicarbonate solution (2×), and brine. The organic layer was dried... Reaction SMILES: [NH2:1][C:2]1[CH:3]=[CH:4][C:5]([F:20])=[C:6]([C@:8]2([CH3:19])[CH2:13][C@@H:12]([C:14]([F:17])([F:16])[F:15])[O:11][C:10]([NH2:18])=[N:9]2)[CH:7]=1.[CH2:21]([O:25][C:26]1[N:27]=[CH:28][C:29]([C:32](O)=[O:33])=[N:30][CH:31]=1)[C:22]#[C:23][CH3:24]>>[NH2:18][C:10]1[O:11][C@H:12]([C:14]([F:16])([F:17])[F:15])[CH2:13][C@:8]([C:6]2[CH:7]=[C:2]([NH:1][C:32]([C:29]3[CH:28]=[N:27][C:26]([O:25][CH2:21][C:22]#[C:23][CH3:24])=[CH:31][N:30]=3)=[O:33])[CH:3]=[CH:4][C:5]=2[F:20])([CH3:19])[N:9]=1. The reactants are NC=1C=CC(=C(C1)[C@]1(N=C(O[C@@H](C1)C(F)(F)F)N)C)F ((4S,6S)-4-(5-amino-2-fluorophenyl)-4-methyl-6-(trifluoromethyl)-5,6-dihydro-4H-1,3-oxazin-2-amine), C(C#CC)OC=1N=CC(=NC1)C(=O)O (5-(but-2-ynyloxy)pyrazine-2-carboxylic acid). Procedure: The coupling of (4S,6S)-4-(5-amino-2-fluorophenyl)-4-methyl-6-(trifluoromethyl)-5,6-dihydro-4H-1,3-oxazin-2-amine (XI-1) and 5-(but-2-ynyloxy)pyrazine-2-carboxylic acid [G. Csjernyik et al. WO2012087237 (2012)] following General Procedure F yielded the title compound as a white solid. MS: m/z=466.5 [M+H]+. The product is NC=1O[C@@H](C[C@@](N1)(C)C=1C=C(C=CC1F)NC(=O)C1=NC=C(N=C1)OCC#CC)C(F)(F)F (N-(3-((4S,6S)-2-Amino-4-methyl-6-(trifluoromethyl)-5,6-dihydro-4H-1,3-oxazin-4-yl)-4-fluorophenyl)-5-(but-2-ynyloxy)pyrazine-2-carboxamide). Starting materials: Cc1ccccc1, CN(C)C=O, COc1c(C=O)cc(C(=O)O)cc1C(F)(F)F, O=S(Cl)Cl. Product: COc1c(C=O)cc(C(=O)Cl)cc1C(F)(F)F. RXN SMILES: [CH3:18][c:19]1[cH:20][cH:21][cH:22][cH:23][cH:24]1.[CH3:29][N:30]([CH3:31])[CH:32]=[O:33].[CH:1](=[O:2])[c:3]1[cH:4][c:5]([C:6](=[O:7])[OH:8])[cH:9][c:10]([C:14]([F:15])([F:16])[F:17])[c:11]1[O:12][CH3:13].[S:25]([Cl:26])([Cl:27])=[O:28]>>[CH:1](=[O:2])[c:3]1[cH:4][c:5]([C:6](=[O:7])[Cl:27])[cH:9][c:10]([C:14]([F:15])([F:16])[F:17])[c:11]1[O:12][CH3:13].